Dataset: the Open Reaction Database (ORD), a public repository of structured organic reaction records. Task: describe an organic reaction: reactants, conditions, products, and yield Starting materials: ClC1=NC(=NC(=N1)C)N(CC1=CC=C(C=C1)OC)CC1=CC=C(C=C1)OC (4-Chloro-N,N-bis(4-methoxybenzyl)-6-methyl-1,3,5-triazin-2-amine), O1C(OCC1)C=1C=C(C(=NC1)F)B1OC(C(O1)(C)C)(C)C (5-(1,3-dioxolan-2-yl)-2-fluoro-3-(4,4,5,5-tetramethyl-1,3,2-dioxaborolan-2-yl)pyridine), C(C)(=O)[O-].[K+] (potassium acetate). The solvent is O (water). Reaction conditions: temperature 100 celsius, time 4 hour. Yields the product O1C(OCC1)C=1C=C(C(=NC1)F)C1=NC(=NC(=N1)C)N(CC1=CC=C(C=C1)OC)CC1=CC=C(C=C1)OC (4-(5-(1,3-dioxolan-2-yl)-2-fluoropyridin-3-yl)-N,N-bis(4-methoxybenzyl)-6-methyl-1,3,5-triazin-2-amine). Reaction SMILES: Cl[C:2]1[N:7]=[C:6]([CH3:8])[N:5]=[C:4]([N:9]([CH2:19][C:20]2[CH:25]=[CH:24][C:23]([O:26][CH3:27])=[CH:22][CH:21]=2)[CH2:10][C:11]2[CH:16]=[CH:15][C:14]([O:17][CH3:18])=[CH:13][CH:12]=2)[N:3]=1.[O:28]1[CH2:32][CH2:31][O:30][CH:29]1[C:33]1[CH:34]=[C:35](B2OC(C)(C)C(C)(C)O2)[C:36]([F:39])=[N:37][CH:38]=1.C([O-])(=O)C.[K+]>O>[O:28]1[CH2:32][CH2:31][O:30][CH:29]1[C:33]1[CH:34]=[C:35]([C:2]2[N:7]=[C:6]([CH3:8])[N:5]=[C:4]([N:9]([CH2:19][C:20]3[CH:25]=[CH:24][C:23]([O:26][CH3:27])=[CH:22][CH:21]=3)[CH2:10][C:11]3[CH:16]=[CH:15][C:14]([O:17][CH3:18])=[CH:13][CH:12]=3)[N:3]=2)[C:36]([F:39])=[N:37][CH:38]=1 |f:2.3|. Procedure: 4-Chloro-N,N-bis(4-methoxybenzyl)-6-methyl-1,3,5-triazin-2-amine (Example 51; (2.102 g, 5.462 mmol), 5-(1,3-dioxolan-2-yl)-2-fluoro-3-(4,4,5,5-tetramethyl-1,3,2-dioxaborolan-2-yl)pyridine (Example 234; 1.901 g, 6.442 mmol), Am-Phos (200.6 mg, 0.2833 mmol), and potassium acetate (1.51 g, 15.4 mmol) were suspended in water (4 mL) and 1,4-dioxane (20 mL) and nitrogen was bubbled through the suspension for 30 s. Then, the flask was fitted with a reflux condenser and placed in a preheated oil bath (1... Starting materials: C(#N)C1=CC=[N+](C=C1)[O-] (4-cyanopyridine-N-oxide), P(=O)(Cl)(Cl)Cl (phosphorus oxychloride). Reaction conditions: temperature 110 celsius. The product is ClC=1C=C(C#N)C=CN1 (2-Chloroisonicotinonitrile). RXN SMILES: [C:1]([C:3]1[CH:8]=[CH:7][N+:6]([O-])=[CH:5][CH:4]=1)#[N:2].P(Cl)(Cl)([Cl:12])=O>>[Cl:12][C:5]1[CH:4]=[C:3]([CH:8]=[CH:7][N:6]=1)[C:1]#[N:2]. Reported procedure: 4-cyanopyridine-N-oxide (10.0 g) was added to phosphorus oxychloride (85 mL) and heated to 110° C. for 2.5 h. The mixture was cooled to room temperature and the excess phosphorus oxychloride removed under reduced pressure. The residue was dissolved in water and made basic with concentrated ammonia. The product was extracted into methylene chloride, dried over anhydrous magnesium sulfate and concentrated under reduced pressure. Column chromatography on silica gel (100 mL) using methylene chloride... The reactants are ClCCCN1CCCC1 (1-(3-chloropropyl)pyrrolidine), [H-].[Na+] (sodium hydride), [I-].[Na+] (sodium iodide), COCCC=1N(C2=CC=CC=C2C1)C1=CC=C(C=C1)O (4-[2-(2-Methoxyethyl)indol-1-yl]phenol). Solvent: CN(C=O)C (N,N-dimethylformamide). Run at temperature 70 celsius. Product: COCCC=1N(C2=CC=CC=C2C1)C1=CC=C(C=C1)OCCCN1CCCC1 (2-(2-Methoxyethyl)-1-[4-(3-pyrrolidin-1-ylpropoxy)phenyl]-1H-indole). The yield is 47.4%. Reaction SMILES: [CH3:1][O:2][CH2:3][CH2:4][C:5]1[N:6]([C:14]2[CH:19]=[CH:18][C:17]([OH:20])=[CH:16][CH:15]=2)[C:7]2[C:12]([CH:13]=1)=[CH:11][CH:10]=[CH:9][CH:8]=2.Cl[CH2:22][CH2:23][CH2:24][N:25]1[CH2:29][CH2:28][CH2:27][CH2:26]1.[H-].[Na+].[I-].[Na+]>CN(C)C=O>[CH3:1][O:2][CH2:3][CH2:4][C:5]1[N:6]([C:14]2[CH:15]=[CH:16][C:17]([O:20][CH2:22][CH2:23][CH2:24][N:25]3[CH2:29][CH2:28][CH2:27][CH2:26]3)=[CH:18][CH:19]=2)[C:7]2[C:12]([CH:13]=1)=[CH:11][CH:10]=[CH:9][CH:8]=2 |f:2.3,4.5|. Procedure: 4-[2-(2-Methoxyethyl)indol-1-yl]phenol (0.39 mmol) was dissolved in N,N-dimethylformamide (4 mL), and 1-(3-chloropropyl)pyrrolidine (58 mg, 0.39 mmol), sodium hydride (19 mg, 60% dispersion in mineral oil, 0.47 mmol), and sodium iodide (59 mg, 0.39 mmol) were added. The reaction was heated at 70° C. for 1.5 hours, then carefully quenched with saturated sodium bicarbonate solution. The mixture was extracted with ethyl acetate, dried over MgSO4 and concentrated. The residue was purified by SiO2 ch... Starting materials: O=C([O-])[O-], CCOC(=O)C1CCC(n2cc(I)c3c(N)ncnc32)CC1, N#N, [Na+], [Na+], CN(C)C=O, O, CC1(C)OB(c2ccc3ccc(-c4ccccc4)nc3c2)OC1(C)C, c1ccc(P(c2ccccc2)(c2ccccc2)[Pd](P(c2ccccc2)(c2ccccc2)c2ccccc2)(P(c2ccccc2)(c2ccccc2)c2ccccc2)P(c2ccccc2)(c2ccccc2)c2ccccc2)cc1. Product: CCOC(=O)C1CCC(n2cc(-c3ccc4ccc(-c5ccccc5)nc4c3)c3c(N)ncnc32)CC1. As a reaction SMILES: [C:48](=[O:49])([O-:50])[O-:51].[CH2:1]([CH3:2])[O:3][C:4](=[O:5])[CH:6]1[CH2:7][CH2:8][CH:9]([n:12]2[cH:13][c:14]([I:22])[c:15]3[c:16]2[n:17][cH:18][n:19][c:20]3[NH2:21])[CH2:10][CH2:11]1.[N:54]#[N:55].[Na+:52].[Na+:53].[O:56]=[CH:57][N:58]([CH3:59])[CH3:60].[OH2:138].[c:23]1(-[c:29]2[n:30][c:31]3[cH:32][c:33]([B:39]4[O:40][C:41]([CH3:42])([CH3:43])[C:44]([CH3:45])([CH3:46])[O:47]4)[cH:34][cH:35][c:36]3[cH:37][cH:38]2)[cH:24][cH:25][cH:26][cH:27][cH:28]1.[cH:61]1[cH:62][cH:63][c:64]([P:65]([Pd:66]([P:67]([c:68]2[cH:69][cH:70][cH:71][cH:72][cH:73]2)([c:74]2[cH:75][cH:76][cH:77][cH:78][cH:79]2)[c:80]2[cH:81][cH:82][cH:83][cH:84][cH:85]2)([P:86]([c:87]2[cH:88][cH:89][cH:90][cH:91][cH:92]2)([c:93]2[cH:94][cH:95][cH:96][cH:97][cH:98]2)[c:99]2[cH:100][cH:101][cH:102][cH:103][cH:104]2)[P:105]([c:106]2[cH:107][cH:108][cH:109][cH:110][cH:111]2)([c:112]2[cH:113][cH:114][cH:115][cH:116][cH:117]2)[c:118]2[cH:119][cH:120][cH:121][cH:122][cH:123]2)([c:124]2[cH:125][cH:126][cH:127][cH:128][cH:129]2)[c:130]2[cH:131][cH:132][cH:133][cH:134][cH:135]2)[cH:136][cH:137]1>>[CH2:1]([CH3:2])[O:3][C:4](=[O:5])[CH:6]1[CH2:7][CH2:8][CH:9]([n:12]2[cH:13][c:14](-[c:33]3[cH:32][c:31]4[n:30][c:29](-[c:23]5[cH:24][cH:25][cH:26][cH:27][cH:28]5)[cH:38][cH:37][c:36]4[cH:35][cH:34]3)[c:15]3[c:16]2[n:17][cH:18][n:19][c:20]3[NH2:21])[CH2:10][CH2:11]1.